From a dataset of the Open Reaction Database (ORD), a public repository of structured organic reaction records. describe an organic reaction: reactants, conditions, products, and yield Starting materials: C(C)(C)(C)N (t-butylamine), C([O-])([O-])=O.[K+].[K+] (potassium carbonate), CCOCC (ether), C(C#C)Br (propargylbromide). The solvent is O (Water). Product: C(C#C)N(C(C)(C)C)CC#C (dipropargyl-t-butylamine). Yield: 45.0%. Reaction SMILES: [C:1]([NH2:5])([CH3:4])([CH3:3])[CH3:2].[C:6](=O)([O-])[O-].[K+].[K+].CCO[CH2:15][CH3:16].[CH2:17](Br)[C:18]#[CH:19]>O>[CH2:17]([N:5]([CH2:6][C:15]#[CH:16])[C:1]([CH3:4])([CH3:3])[CH3:2])[C:18]#[CH:19] |f:1.2.3|. Procedure details: A mixture of 0.15 mole of t-butylamine, 0.35 mole of anhydrous, powdered potassium carbonate and 250 moles of ether was stirred mechanically and 0.25 mole of propargylbromide was added dropwise. The mixture was refluxed for about 10 hours. Water was added to dissolve the salt. The ether layer was separated and the aqueous layer was extracted twice with ether. The combined ether solution was dried over anhydrous MgSO4. The dipropargyl-t-butylamine produced was distilled at 63°-65° C./20 mm Hg to ... Starting materials: C(C)(=O)OCC1=CC=C(C=C1)C(C(=O)O)C1CCCC1 ((+/−)-{4-[(acetyloxy)methyl]phenyl}(cyclopentyl)acetic acid), 1-[bis(dimethylamino)methylene]-5-chloro-3-oxy-1H-benzotriazol-1-ium tetrafluoroborate, NC=1C(=C(C=CC1)CCC(=O)OC(C)(C)C)C (tert-butyl 3-(3-amino-2-methylphenyl)propanoate). The solvent is CN(C)C=O (DMF), N1=CC=CC=C1 (pyridine). Conditions: time 8 hour. Yields the product C(C)(=O)OCC1=CC=C(C=C1)C(C(=O)NC=1C(=C(C=CC1)CCC(=O)OC(C)(C)C)C)C1CCCC1 (tert-Butyl(+/−)-3-(3-{[{4-[(acetyloxy)methyl]phenyl}(cyclopentyl)acetyl]amino}-2-methyl-phenyl)propanoate). RXN SMILES: [C:1]([O:4][CH2:5][C:6]1[CH:11]=[CH:10][C:9]([CH:12]([CH:16]2[CH2:20][CH2:19][CH2:18][CH2:17]2)[C:13]([OH:15])=O)=[CH:8][CH:7]=1)(=[O:3])[CH3:2].[NH2:21][C:22]1[C:23]([CH3:37])=[C:24]([CH2:28][CH2:29][C:30]([O:32][C:33]([CH3:36])([CH3:35])[CH3:34])=[O:31])[CH:25]=[CH:26][CH:27]=1>CN(C=O)C.N1C=CC=CC=1>[C:1]([O:4][CH2:5][C:6]1[CH:7]=[CH:8][C:9]([CH:12]([CH:16]2[CH2:20][CH2:19][CH2:18][CH2:17]2)[C:13]([NH:21][C:22]2[C:23]([CH3:37])=[C:24]([CH2:28][CH2:29][C:30]([O:32][C:33]([CH3:35])([CH3:34])[CH3:36])=[O:31])[CH:25]=[CH:26][CH:27]=2)=[O:15])=[CH:10][CH:11]=1)(=[O:3])[CH3:2]. Procedure details: 11.41 g (90% pure, 37.16 mmol) of (+/−)-{4-[(acetyloxy)methyl]phenyl}(cyclopentyl)acetic acid were dissolved in a mixture of 71.8 ml of DMF and 22.5 ml of pyridine, and 15.54 g (40.88 mmol) of 1-[bis(dimethylamino)methylene]-5-chloro-3-oxy-1H-benzotriazol-1-ium tetrafluoroborate and 8.75 g (37.16 mmol) of tert-butyl 3-(3-amino-2-methylphenyl)propanoate were added. The reaction mixture was stirred at RT overnight and then concentrated under high vacuum. The residue was taken up in 100 ml of ethyl...